From a dataset of the Open Reaction Database (ORD), a public repository of structured organic reaction records. describe an organic reaction: reactants, conditions, products, and yield Reactants: NC1=CC=CC=C1 (aniline), FC(C(=O)OC1=C(C(=C(C(=C1F)F)F)F)F)(F)F (Pentafluorophenyl trifluoroacetate), ClCCCOC1=CC=C2C(=NC=NC2=C1)NC=1C=NN(C1)CC(=O)O ((4-{[7-(3-chloropropoxy)quinazolin-4-yl]amino}-1H-pyrazol-1-yl)acetic acid), N1=CC=CC=C1 (pyridine), Cl (hydrochloric acid). Run in CN(C=O)C (dimethylformamide). Conditions: time 5 minute. Yields the product ClCCCOC1=CC=C2C(=NC=NC2=C1)NC=1C=NN(C1)CC(=O)NC1=CC=CC=C1 (2-(4-{[7-(3-chloropropoxy)quinazolin-4-yl]amino}-1H-pyrazol-1-yl)-N-phenylacetamide). The yield is 53.9%. Reaction SMILES: FC(F)(F)C(OC1C(F)=C(F)C(F)=C(F)C=1F)=O.[Cl:19][CH2:20][CH2:21][CH2:22][O:23][C:24]1[CH:33]=[C:32]2[C:27]([C:28]([NH:34][C:35]3[CH:36]=[N:37][N:38]([CH2:40][C:41](O)=[O:42])[CH:39]=3)=[N:29][CH:30]=[N:31]2)=[CH:26][CH:25]=1.N1C=CC=CC=1.[NH2:50][C:51]1[CH:56]=[CH:55][CH:54]=[CH:53][CH:52]=1.Cl>CN(C)C=O>[Cl:19][CH2:20][CH2:21][CH2:22][O:23][C:24]1[CH:33]=[C:32]2[C:27]([C:28]([NH:34][C:35]3[CH:36]=[N:37][N:38]([CH2:40][C:41]([NH:50][C:51]4[CH:56]=[CH:55][CH:54]=[CH:53][CH:52]=4)=[O:42])[CH:39]=3)=[N:29][CH:30]=[N:31]2)=[CH:26][CH:25]=1. Reported procedure: Pentafluorophenyl trifluoroacetate (0.867 g, 3.10 mmol) was added dropwise, at room temperature, to a stirred suspension of (4-{[7-(3-chloropropoxy)quinazolin-4-yl]amino}-1H-pyrazol-1-yl)acetic acid (0.800 g, 2.21 mmol) and pyridine (0.245 g, 3.10 mmol) in dimethylformamide (8 ml). After stirring for 5 minutes, aniline (0.412 g, 4.43 mmol) was added and the reaction mixture was stirred for 2 hours. The mixture was poured into dilute hydrochloric acid (0.2N, 25 ml) and the resultant solid filtere... The reactants are residue, O.[OH-].[Li+] (lithium hydroxide, monohydrate), CC1=NOC(=C1C1=CC=C2C=3N(C(C(OC31)C(=O)OCC)C3=CC=CC=C3)C(N2)=O)C (Ethyl 7-(3,5-dimethylisoxazol-4-yl)-2-oxo-4-phenyl-1,2,4,5-tetrahydroimidazo[1,5,4-de][1,4]benzoxazine-5-carboxylate). Run in O (water), CO (MeOH), CCOC(=O)C (EtOAc). Reaction conditions: time 2 hour. Yields the product CC1=NOC(=C1C1=CC=C2C=3N(C(C(OC31)C(=O)O)C3=CC=CC=C3)C(N2)=O)C (7-(3,5-Dimethylisoxazol-4-yl)-2-oxo-4-phenyl-1,2,4,5-tetrahydroimidazo[1,5,4-de][1,4]benzoxazine-5-carboxylic acid). Reaction SMILES: [CH3:1][C:2]1[C:6]([C:7]2[C:16]3[O:15][CH:14]([C:17]([O:19]CC)=[O:18])[CH:13]([C:22]4[CH:27]=[CH:26][CH:25]=[CH:24][CH:23]=4)[N:12]4[C:28](=[O:30])[NH:29][C:10]([C:11]=34)=[CH:9][CH:8]=2)=[C:5]([CH3:31])[O:4][N:3]=1.O.[OH-].[Li+]>CO.O.CCOC(C)=O>[CH3:1][C:2]1[C:6]([C:7]2[C:16]3[O:15][CH:14]([C:17]([OH:19])=[O:18])[CH:13]([C:22]4[CH:27]=[CH:26][CH:25]=[CH:24][CH:23]=4)[N:12]4[C:28](=[O:30])[NH:29][C:10]([C:11]=34)=[CH:9][CH:8]=2)=[C:5]([CH3:31])[O:4][N:3]=1 |f:1.2.3|. Reported procedure: Ethyl 7-(3,5-dimethylisoxazol-4-yl)-2-oxo-4-phenyl-1,2,4,5-tetrahydroimidazo[1,5,4-de][1,4]benzoxazine-5-carboxylate (0.150 g, 0.358 mmol) from Example 23 was dissolved in MeOH (3.0 mL) and lithium hydroxide, monohydrate (0.030 g, 0.72 mmol) dissolved in water (1.0 mL) was added. The reaction mixture was stirred at room temperature for 2 h, diluted with EtOAc and washed with saturated water ammonium chloride, brine, dried over magnesium sulfate and concentrated to give a mixture of the diastereo... Starting materials: CN1CCOCC1, CC(C)(Nc1ccc(Cl)cc1)C(=O)O, CC(N)C(Cc1ccc(Cl)cc1)c1ccc(Cl)cc1, ClCCl, Cl. Product: CC(NC(=O)C(C)(C)Nc1ccc(Cl)cc1)C(Cc1ccc(Cl)cc1)c1ccc(Cl)cc1. RXN SMILES: [CH3:35][N:36]1[CH2:37][CH2:38][O:39][CH2:40][CH2:41]1.[Cl:21][c:22]1[cH:23][cH:24][c:25]([NH:28][C:29]([C:30](=[O:31])[OH:32])([CH3:33])[CH3:34])[cH:26][cH:27]1.[Cl:2][c:3]1[cH:4][cH:5][c:6]([CH:9]([CH:10]([CH3:11])[NH2:12])[CH2:13][c:14]2[cH:15][cH:16][c:17]([Cl:20])[cH:18][cH:19]2)[cH:7][cH:8]1.[Cl:42][CH2:43][Cl:44].[ClH:1]>>[Cl:2][c:3]1[cH:4][cH:5][c:6]([CH:9]([CH:10]([CH3:11])[NH:12][C:30]([C:29]([NH:28][c:25]2[cH:24][cH:23][c:22]([Cl:21])[cH:27][cH:26]2)([CH3:33])[CH3:34])=[O:31])[CH2:13][c:14]2[cH:15][cH:16][c:17]([Cl:20])[cH:18][cH:19]2)[cH:7][cH:8]1. Reactants: FC=1C=C(C=CC1OC1=C2C(=NC=C1)C=C(S2)I)N(C(=O)C2(CC2)C(=O)N)C2=CC=C(C=C2)F (N-(3-fluoro-4-(2-iodothieno[3,2-b]pyridin -7-yloxy)phenyl)-N-(4-fluorophenyl)cyclopropane-1,1-dicarboxamide), C(#C)C1CCN(CC1)C(=O)OC(C)(C)C (tert-butyl 4-ethynylpiperidine-1-carboxylate). The product is C(N)(=O)C1(CC1)C(=O)NC1=CC(=C(OC2=C3C(=NC=C2)C=C(S3)C#CC3CCN(CC3)C(=O)OC(C)(C)C)C=C1)F (tert-butyl 4-(2-(7-(4-(1-(carbamoyl)cyclopropane-carboxamido)-2-fluorophenoxy)thieno[3,2-b]pyridin-2-yl)ethynyl)piperidine-1-carboxylate). RXN SMILES: [F:1][C:2]1[CH:3]=[C:4]([N:19](C2C=CC(F)=CC=2)[C:20]([C:22]2([C:25]([NH2:27])=[O:26])[CH2:24][CH2:23]2)=[O:21])[CH:5]=[CH:6][C:7]=1[O:8][C:9]1[CH:14]=[CH:13][N:12]=[C:11]2[CH:15]=[C:16](I)[S:17][C:10]=12.[C:35]([CH:37]1[CH2:42][CH2:41][N:40]([C:43]([O:45][C:46]([CH3:49])([CH3:48])[CH3:47])=[O:44])[CH2:39][CH2:38]1)#[CH:36]>>[C:25]([C:22]1([C:20]([NH:19][C:4]2[CH:5]=[CH:6][C:7]([O:8][C:9]3[CH:14]=[CH:13][N:12]=[C:11]4[CH:15]=[C:16]([C:36]#[C:35][CH:37]5[CH2:38][CH2:39][N:40]([C:43]([O:45][C:46]([CH3:49])([CH3:48])[CH3:47])=[O:44])[CH2:41][CH2:42]5)[S:17][C:10]=34)=[C:2]([F:1])[CH:3]=2)=[O:21])[CH2:23][CH2:24]1)(=[O:26])[NH2:27]. Procedure details: Prepared from N-(3-fluoro-4-(2-iodothieno[3,2-b]pyridin-7-yloxy)phenyl)-N-(4-fluorophenyl)cyclopropane-1,1-dicarboxamide (Example 12, Step A, 350 mg, 0.592 mmol) and tert-butyl 4-ethynylpiperidine-1-carboxylate (186 mg, 0.888 mmol) using the procedure described for Example 6, Step B. The crude was purified by Biotage Flash 40M eluting with 20% EtOAc/hexanes (500 mL), 1:1 EtOAc/hexanes (1 L), followed by 2:1 EtOAc/hexanes (1.5 L). The product was isolated as a wax (293 mg, 68%). HPLC: 92% purity ... The reactants are CCOCC, Cl, [H-], [Na+], C1CCOC1, CC(O)C(=O)N1CCOCC1, Cc1ccc(S(=O)(=O)Cl)cc1. The product is Cc1ccc(S(=O)(=O)OC(C)C(=O)N2CCOCC2)cc1. Reaction SMILES: [CH3:31][CH2:32][O:33][CH2:34][CH3:35].[ClH:25].[H-:1].[Na+:2].[O:26]1[CH2:27][CH2:28][CH2:29][CH2:30]1.[O:3]1[CH2:4][CH2:5][N:6]([C:9]([CH:10]([CH3:11])[OH:12])=[O:13])[CH2:7][CH2:8]1.[c:14]1([CH3:24])[cH:15][cH:16][c:17]([S:20](=[O:21])(=[O:22])[Cl:23])[cH:18][cH:19]1>>[O:3]1[CH2:4][CH2:5][N:6]([C:9]([CH:10]([CH3:11])[O:12][S:20]([c:17]2[cH:16][cH:15][c:14]([CH3:24])[cH:19][cH:18]2)(=[O:21])=[O:22])=[O:13])[CH2:7][CH2:8]1. Starting materials: CN(C)C=O, COc1cccc(O)c1C(=O)O. Product: COc1cccc(O)c1C(N)=O. As a reaction SMILES: [O:13]=[CH:14][N:15]([CH3:16])[CH3:17].[OH:1][c:2]1[c:3]([C:4](=[O:5])[OH:6])[c:7]([O:11][CH3:12])[cH:8][cH:9][cH:10]1>>[OH:1][c:2]1[c:3]([C:4](=[O:5])[NH2:15])[c:7]([O:11][CH3:12])[cH:8][cH:9][cH:10]1. Reactants: ClC1=NC(=NC(=C1OC)Cl)C (4,6-dichloro-2-methyl-5-methoxy-pyrimidine), C(C)(C)N(CC)C(C)C (diisopropylethylamine), C([O-])(O)=O.[Na+] (sodium bicarbonate), N1CCC(CC1)C1=NC2=NC=CC=C2C=C1 (2-piperidin-4-yl-[1,8]naphthyridine). Solvent: CC(=O)N(C)C (dimethylacetamide), O (water), C(C)(=O)OCC (ethyl acetate). Conditions: temperature 120 celsius. The product is ClC1=C(C(=NC(=N1)C)N1CCC(CC1)C1=NC2=NC=CC=C2C=C1)OC (2-[1-(6-Chloro-5-methoxy-2-methyl-pyrimidin-4-yl)-piperidin-4-yl]-[1,8]naphthyridine). The yield is 50.5%. Reaction SMILES: Cl[C:2]1[C:7]([O:8][CH3:9])=[C:6]([Cl:10])[N:5]=[C:4]([CH3:11])[N:3]=1.C(N(C(C)C)CC)(C)C.[NH:21]1[CH2:26][CH2:25][CH:24]([C:27]2[CH:36]=[CH:35][C:34]3[C:29](=[N:30][CH:31]=[CH:32][CH:33]=3)[N:28]=2)[CH2:23][CH2:22]1.C(=O)(O)[O-].[Na+]>O.C(OCC)(=O)C.CC(N(C)C)=O>[Cl:10][C:6]1[N:5]=[C:4]([CH3:11])[N:3]=[C:2]([N:21]2[CH2:22][CH2:23][CH:24]([C:27]3[CH:36]=[CH:35][C:34]4[C:29](=[N:30][CH:31]=[CH:32][CH:33]=4)[N:28]=3)[CH2:25][CH2:26]2)[C:7]=1[O:8][CH3:9] |f:3.4|. Procedure: 30 ml of dimethylacetamide, 0.9 g (4.66 mmoles) 4,6-dichloro-2-methyl-5-methoxy-pyrimidine and 3 ml of diisopropylethylamine are added into a single-necked flask containing 1.1 g (5.2 mmoles) of 2-piperidin-4-yl-[1,8]naphthyridine. This mixture is heated at 120° C. for 4 hours then concentrated to dryness under reduced pressure (2 kPa). The residue obtained is taken up in a mixture of water, ethyl acetate and a saturated solution of sodium bicarbonate. The organic phase is separated and the aque... The reactants are C(=O)([O-])[O-].[K+].[K+] (K2CO3), FC=1C=C(C=CC1)C1=NN(C(C2=CC(=CC=C12)O)=O)CC(=O)N(C1=CC2=C(N=C(O2)C)C=C1)C (2-(4-(3-fluorophenyl)-7-hydroxy-1-oxophthalazin-2(1H)-yl)-N-methyl-N-(2-methylbenzo[d]oxazol-6-yl)acetamide), C(C)I (EtI). Run in O (water), CN(C)C=O (DMF). Conditions: time 30 minute. Yields the product C(C)OC1=CC=C2C(=NN(C(C2=C1)=O)CC(=O)N(C1=CC2=C(N=C(O2)C)C=C1)C)C1=CC(=CC=C1)F (2-(7-ethoxy-4-(3-fluorophenyl)-1-oxophthalazin-2(1H)-yl)-N-methyl-N-(2-methylbenzo[d]oxazol-6-yl)acetamide). The yield is 50.7%. RXN SMILES: [F:1][C:2]1[CH:3]=[C:4]([C:8]2[C:17]3[C:12](=[CH:13][C:14]([OH:18])=[CH:15][CH:16]=3)[C:11](=[O:19])[N:10]([CH2:20][C:21]([N:23]([CH3:34])[C:24]3[CH:33]=[CH:32][C:27]4[N:28]=[C:29]([CH3:31])[O:30][C:26]=4[CH:25]=3)=[O:22])[N:9]=2)[CH:5]=[CH:6][CH:7]=1.C([O-])([O-])=O.[K+].[K+].[CH2:41](I)[CH3:42]>CN(C=O)C.O>[CH2:41]([O:18][C:14]1[CH:13]=[C:12]2[C:17]([C:8]([C:4]3[CH:5]=[CH:6][CH:7]=[C:2]([F:1])[CH:3]=3)=[N:9][N:10]([CH2:20][C:21]([N:23]([CH3:34])[C:24]3[CH:33]=[CH:32][C:27]4[N:28]=[C:29]([CH3:31])[O:30][C:26]=4[CH:25]=3)=[O:22])[C:11]2=[O:19])=[CH:16][CH:15]=1)[CH3:42] |f:1.2.3|. Procedure details: 2-(4-(3-fluorophenyl)-7-hydroxy-1-oxophthalazin-2(1H)-yl)-N-methyl-N-(2-methylbenzo[d]oxazol-6-yl)acetamide (6.5 g, 14.19 mmol) was dissolved in DMF (60 mL), treated with K2CO3 (3.04 g, 21.2 mmol) and stirred at rt for 30 min. After cooling to 0° C., EtI (1.26 mL, 15.59 mmol) was added dropwise and the reaction was warmed to rt for 1 h. It was diluted with water (20 mL) and extracted with EtOAc (2×15 mL). The organics were washed with brine (300 mL), dried over Na2SO4, and concentrated to give c... Starting materials: BrCCCO (3-bromo-propanol), [Na+].[I-] (NaI), C(=O)([O-])[O-].[K+].[K+] (K2CO3), C1(=CC=CC=C1)C(CNCC1=C(C(=CC=C1)C(F)(F)F)Cl)C1=CC=CC=C1 (N-(2,2-diphenylethyl)-N-(2-chloro-3-trifluoromethyl-benzyl)amine). Run in C(C)#N (acetonitrile). Run at temperature 85 celsius, time 1 hour. The product is Cl.ClC1=C(CN(CCCOC=2C=C(C(=O)O)C=CC2C)CC(C2=CC=CC=C2)C2=CC=CC=C2)C=CC=C1C(F)(F)F (3-{3-[[2-Chloro-3-(trifluoromethyl)benzyl](2,2-diphenylethyl)amino]-propoxy}-4-methyl-benzoic acid hydrochloride salt). Yield: 65.0%. Reaction SMILES: Br[CH2:2][CH2:3][CH2:4][OH:5].[Na+].[I-].[C:8]([O-:11])([O-])=[O:9].[K+].[K+].[C:14]1([CH:20]([C:35]2[CH:40]=[CH:39][CH:38]=[CH:37][CH:36]=2)[CH2:21][NH:22][CH2:23][C:24]2[CH:29]=[CH:28][CH:27]=[C:26]([C:30]([F:33])([F:32])[F:31])[C:25]=2[Cl:34])[CH:19]=[CH:18][CH:17]=[CH:16][CH:15]=1>C(#N)C>[ClH:34].[Cl:34][C:25]1[C:26]([C:30]([F:31])([F:32])[F:33])=[CH:27][CH:28]=[CH:29][C:24]=1[CH2:23][N:22]([CH2:21][CH:20]([C:14]1[CH:15]=[CH:16][CH:17]=[CH:18][CH:19]=1)[C:35]1[CH:40]=[CH:39][CH:38]=[CH:37][CH:36]=1)[CH2:2][CH2:3][CH2:4][O:5][C:15]1[CH:16]=[C:17]([CH:18]=[CH:19][C:14]=1[CH3:20])[C:8]([OH:11])=[O:9] |f:1.2,3.4.5,8.9|. Procedure: To a stirring solution of 3-bromo-propanol (77 ul, 0.84 mmol) in acetonitrile (10 ml) was added NaI (0.25 g, 1.7 mmol) and K2CO3 (0.23 g, 1.7 mmol). The mixture was stirred at 85° C. for 1 h, and then N-(2,2-diphenylethyl)-N-(2-chloro-3-trifluoromethyl-benzyl)amine (0.43 g, 1.12 mmol) was added. The reaction mixture was heated at 85° C. overnight. Solvent was removed, the residue was washed with H2O, and extracted twice with EtOAc. The EtOAc extracts were dried over Na2SO4, filtered, and concent...